This data is from the Open Reaction Database (ORD), a public repository of structured organic reaction records. The task is: describe an organic reaction: reactants, conditions, products, and yield Reactants: O=C1CC(OC2=C1C=CC(=C2)OCCCOC2=CC=CC=C2)(CCC(=O)OCC)CCC(=O)OCC (diethyl 3,4-dihydro-4-oxo-7-(3-phenoxypropoxyl)-2H-1-benzopyran-2,2-dipropanoate), ClC1=CC=C(OCCCOC2=C(C3=C(C(CC(O3)(CCC(=O)OCC)CCC(=O)OCC)=O)C=C2)CCC)C=C1 (diethyl 3,4-dihydro-7-[3-(4-chlorophenoxy)propoxy]-4-oxo-8-propyl-2H-1-benzopyran-2,2-dipropanoate). The product is O=C1CC(OC2=C1C=CC(=C2)OCCCOC2=CC=CC=C2)(CCC(=O)O)CCC(=O)O (3,4-dihydro-4-oxo-7-(3-phenoxypropoxy)-2H-1-benzopyran-2,2-dipropanoic acid). As a reaction SMILES: [O:1]=[C:2]1[C:7]2[CH:8]=[CH:9][C:10]([O:12][CH2:13][CH2:14][CH2:15][O:16][C:17]3[CH:22]=[CH:21][CH:20]=[CH:19][CH:18]=3)=[CH:11][C:6]=2[O:5][C:4]([CH2:30][CH2:31][C:32]([O:34]CC)=[O:33])([CH2:23][CH2:24][C:25]([O:27]CC)=[O:26])[CH2:3]1.ClC1C=CC(OCCCOC2C=CC3C(=O)CC(CCC(OCC)=O)(CCC(OCC)=O)OC=3C=2CCC)=CC=1>>[O:1]=[C:2]1[C:7]2[CH:8]=[CH:9][C:10]([O:12][CH2:13][CH2:14][CH2:15][O:16][C:17]3[CH:22]=[CH:21][CH:20]=[CH:19][CH:18]=3)=[CH:11][C:6]=2[O:5][C:4]([CH2:23][CH2:24][C:25]([OH:27])=[O:26])([CH2:30][CH2:31][C:32]([OH:34])=[O:33])[CH2:3]1. Procedure details: The title compound was prepared by the method of Example 22 substituting the title product of Example 26 for the title product of Example 21. Crystallization from 60% by volume ethyl acetate/hexane yielded 219 mg, m.p. 132°-133° C. Starting materials: C1CCOC1, CP(C)C, Cl, [N-]=[N+]=NCc1csc(NC(=O)NCc2cccc(F)c2)n1. The product is Cl, NCc1csc(NC(=O)NCc2cccc(F)c2)n1. Reaction SMILES: [CH2:27]1[O:28][CH2:29][CH2:30][CH2:31]1.[CH3:1][P:2]([CH3:3])[CH3:4].[ClH:26].[N:5](=[N+:6]=[N-:7])[CH2:8][c:9]1[n:10][c:11]([NH:14][C:15](=[O:16])[NH:17][CH2:18][c:19]2[cH:20][c:21]([F:25])[cH:22][cH:23][cH:24]2)[s:12][cH:13]1>>[ClH:26].[NH2:5][CH2:8][c:9]1[n:10][c:11]([NH:14][C:15](=[O:16])[NH:17][CH2:18][c:19]2[cH:20][c:21]([F:25])[cH:22][cH:23][cH:24]2)[s:12][cH:13]1. Reaction SMILES: [C:42]([P:43](=[O:44])([O:45][CH2:46][CH3:47])[O:48][CH2:49][CH3:50])#[N:51].[Cl:1][c:2]1[cH:3][c:4]2[c:5]([CH2:12][n:13]3[n:14][c:15]4[n:16]([CH2:34][CH:35]5[CH2:36][CH2:37]5)[c:17](=[O:33])[n:18]([CH3:32])[c:19](=[O:31])[c:20]4[c:21]3-[c:22]3[cH:23][c:24]([C:28](=[O:29])[OH:30])[cH:25][n:26]3[CH3:27])[cH:6][cH:7][n:8][c:9]2[cH:10][cH:11]1.[ClH:38].[O:39]([CH3:40])[NH2:41]>>[Cl:1][c:2]1[cH:3][c:4]2[c:5]([CH2:12][n:13]3[n:14][c:15]4[n:16]([CH2:34][CH:35]5[CH2:36][CH2:37]5)[c:17](=[O:33])[n:18]([CH3:32])[c:19](=[O:31])[c:20]4[c:21]3-[c:22]3[cH:23][c:24]([C:28](=[O:29])[NH:41][O:39][CH3:40])[cH:25][n:26]3[CH3:27])[cH:6][cH:7][n:8][c:9]2[cH:10][cH:11]1. Yields the product CONC(=O)c1cc(-c2c3c(=O)n(C)c(=O)n(CC4CC4)c3nn2Cc2ccnc3ccc(Cl)cc23)n(C)c1. Starting materials: CCOP(=O)(C#N)OCC, Cn1cc(C(=O)O)cc1-c1c2c(=O)n(C)c(=O)n(CC3CC3)c2nn1Cc1ccnc2ccc(Cl)cc12, Cl, CON. The reactants are CO, CCOC(C)=O, CCO, CCOC(C)=O, Clc1ccnc2ccccc12, Cl, Cc1cc(Nc2cccc(C(=O)Nc3ccc(N)cc3)c2)nc(N)n1, O. Yields the product Cl, Cl, Cc1cc(Nc2cccc(C(=O)Nc3ccc(Nc4ccnc5ccccc45)cc3)c2)nc(N)n1. RXN SMILES: [CH3:38][OH:39].[CH3:40][CH2:41][O:42][C:43]([CH3:44])=[O:45].[CH3:46][CH2:47][OH:48].[CH3:50][CH2:51][O:52][C:53]([CH3:54])=[O:55].[Cl:27][c:28]1[cH:29][cH:30][n:31][c:32]2[cH:33][cH:34][cH:35][cH:36][c:37]12.[ClH:1].[NH2:2][c:3]1[n:4][c:5]([CH3:26])[cH:6][c:7]([NH:9][c:10]2[cH:11][c:12]([C:13](=[O:14])[NH:15][c:16]3[cH:17][cH:18][c:19]([NH2:22])[cH:20][cH:21]3)[cH:23][cH:24][cH:25]2)[n:8]1.[OH2:49]>>[ClH:1].[ClH:27].[NH2:2][c:3]1[n:4][c:5]([CH3:26])[cH:6][c:7]([NH:9][c:10]2[cH:11][c:12]([C:13](=[O:14])[NH:15][c:16]3[cH:17][cH:18][c:19]([NH:22][c:28]4[cH:29][cH:30][n:31][c:32]5[cH:33][cH:34][cH:35][cH:36][c:37]45)[cH:20][cH:21]3)[cH:23][cH:24][cH:25]2)[n:8]1. Reactants: OC1=C(C=CC=C1)C1CC(C=2C(=CC=NC2C1)C)=O (7-(2-hydroxyphenyl)-4-methyl-5,6,7,8-tetrahydroquinolin-5-one), C(=N)(N)NN.Cl (aminoguanidine hydrochloride), Cl (hydrochloric acid), O (water). The solvent is C(C)O (ethanol). The product is Cl.N(C(=N)N)N=C1C=2C(=CC=NC2CC(C1)C1=C(C=CC=C1)O)C (5-guanidinoimino-7-(2-hydroxyphenyl)-4-methyl-5,6,7,8-tetrahydroquinoline hydrochloride). The yield is 82.4%. As a reaction SMILES: [OH:1][C:2]1[CH:7]=[CH:6][CH:5]=[CH:4][C:3]=1[CH:8]1[CH2:17][C:16]2[N:15]=[CH:14][CH:13]=[C:12]([CH3:18])[C:11]=2[C:10](=O)[CH2:9]1.[C:20]([NH:23][NH2:24])([NH2:22])=[NH:21].[ClH:25].Cl.O>C(O)C>[ClH:25].[NH:23]([N:24]=[C:10]1[CH2:9][CH:8]([C:3]2[CH:4]=[CH:5][CH:6]=[CH:7][C:2]=2[OH:1])[CH2:17][C:16]2[N:15]=[CH:14][CH:13]=[C:12]([CH3:18])[C:11]1=2)[C:20]([NH2:22])=[NH:21] |f:1.2,6.7|. Reported procedure: A mixture of 7-(2-hydroxyphenyl)-4-methyl-5,6,7,8-tetrahydroquinolin-5-one (0.08 g), aminoguanidine hydrochloride (0.037 g), concentrated hydrochloric acid (0.048 ml), water (0.048 ml) and ethanol (10 ml) was refluxed for 4 hours and cooled. Under reduced pressure, the solvent was evaporated, and the residue was dissolved in water. The solution was washed with ethyl acetate and concentrated under reduced pressure. The resulting crystals were washed with ethanol, while heating, to give 5-guanidin...